Dataset: the Open Reaction Database (ORD), a public repository of structured organic reaction records. Task: describe an organic reaction: reactants, conditions, products, and yield The reactants are O1CCCC1 (tetrahydrofuran), ( 48 ), ( 49 ), [OH-].[Na+] (NaOH), [OH-].[K+] (KOH), C(=O)(N1C=NC=C1)N1C=NC=C1 (carbonyldiimidazole), amine. Run in C(Cl)Cl (CH2Cl2). Yields the product C1(CCCCC1)N=C=NC1CCCCC1 (dicyclohexylcarbodiimide), ( 51 ). Reaction SMILES: [OH-].[Na+].[OH-].[K+].[C:5]([N:12]1[CH:16]=[CH:15]N=C1)([N:7]1[CH:11]=[CH:10]N=C1)=O.O1[CH2:21][CH2:20][CH2:19][CH2:18]1>C(Cl)Cl>[CH:16]1([N:12]=[C:5]=[N:7][CH:11]2[CH2:10][CH2:21][CH2:20][CH2:19][CH2:18]2)[CH2:15][CH2:21][CH2:20][CH2:19][CH2:18]1 |f:0.1,2.3|. Procedure details: Ethyl cyanoacetate is alkylated (or dialkylated) by treatment with NaH in an appropriate solvent such as dimethylformamide or tetrahydrofuran at from 0° to 25° C. to give the alkylated nitrile (40). The nitrile is then treated with (n-Bu)3SnN3 in dioxane at reflux for 24 hours to give after acidic hydrolysis the tetrazole (41) which is then alkylated with an alkyl halide (R4Br) in CH3CN employing Et3N as base to give a mixture of regioisomers (42) and (43). The regioisomers are separated by flas... Starting materials: ClCCCCN1CCSC2=C(C1=O)C=CS2 (4-(4-chlorobutyl)-2,3-dihydrothieno[3,2-f]-1,4-thiazepin-5(4H)-one), OO (hydrogen peroxide), S(=O)(O)[O-].[Na+] (sodium hydrogensulfite). Run in C(=O)O (formic acid). Conditions: time 3 hour. The product is ClCCCCN1CCS(C2=C(C1=O)C=CS2)(=O)=O (4-(4-chlorobutyl)-2,3-dihydrothieno-[3,2-f]1,4-thiazepin-5(4H)-one 1,1-dioxide). Reaction SMILES: [Cl:1][CH2:2][CH2:3][CH2:4][CH2:5][N:6]1[C:12](=[O:13])[C:11]2[CH:14]=[CH:15][S:16][C:10]=2S[CH2:8][CH2:7]1.OO.[S:19]([O-:22])(O)=[O:20].[Na+]>C(O)=O>[Cl:1][CH2:2][CH2:3][CH2:4][CH2:5][N:6]1[C:12](=[O:13])[C:11]2[CH:14]=[CH:15][S:16][C:10]=2[S:19](=[O:22])(=[O:20])[CH2:8][CH2:7]1 |f:2.3|. Reported procedure: To a solution of 3.4 g of 4-(4-chlorobutyl)-2,3-dihydrothieno[3,2-f]-1,4-thiazepin-5(4H)-one in 100 ml of formic acid was added 2.9 ml of 30% hydrogen peroxide and the mixture was stirred for 3 hours at room temperature. Then, the mixture was poured into ca. 3% sodium hydrogensulfite solution and extracted with chloroform. The extract was washed with water, dried over magnesium sulfate and the solvent was distilled off to give 3.5 g of 4-(4-chlorobutyl)-2,3-dihydrothieno-[3,2-f]1,4-thiazepin-5(4... Reactants: O=C([O-])O, CCS(=O)(=O)Cc1cc(N2CCOCC2C)nc(-c2ccc(N)cc2)n1, O=C(Cl)Oc1ccccc1, [Na+], C1COCCO1. Yields the product CCS(=O)(=O)Cc1cc(N2CCOCC2C)nc(-c2ccc(NC(=O)Oc3ccccc3)cc2)n1. As a reaction SMILES: [C:37](=[O:38])([OH:39])[O-:40].[CH2:11]([CH3:12])[S:13](=[O:14])(=[O:15])[CH2:16][c:17]1[n:18][c:19](-[c:30]2[cH:31][cH:32][c:33]([NH2:34])[cH:35][cH:36]2)[n:20][c:21]([N:23]2[CH:24]([CH3:29])[CH2:25][O:26][CH2:27][CH2:28]2)[cH:22]1.[Cl:1][C:2](=[O:3])[O:4][c:5]1[cH:6][cH:7][cH:8][cH:9][cH:10]1.[Na+:41].[O:42]1[CH2:43][CH2:44][O:45][CH2:46][CH2:47]1>>[C:2](=[O:3])([O:4][c:5]1[cH:6][cH:7][cH:8][cH:9][cH:10]1)[NH:34][c:33]1[cH:32][cH:31][c:30](-[c:19]2[n:18][c:17]([CH2:16][S:13]([CH2:11][CH3:12])(=[O:14])=[O:15])[cH:22][c:21]([N:23]3[CH:24]([CH3:29])[CH2:25][O:26][CH2:27][CH2:28]3)[n:20]2)[cH:36][cH:35]1. Starting materials: [OH-].[Na+] (sodium hydroxide), N1=C(C=CC=C1)C=O (pyridine-2-aldehyde), C(#N)[BH3-].[Na+] (sodium cyanoborohydride), C(CC)N(C1=CC=C(C=C1)NC(C1=CC=C(C=C1)CNCC=1NC=CN1)=O)CCC (N-(4-dipropylamino-phenyl)-4-{[(1H-imidazol-2-ylmethyl)amino]methyl}-benzamide). Run in CO (methanol), C(C)(=O)O (acetic acid). Run at time 14 hour. The product is C(CC)N(CCC)CC1=CC=C(C=C1)NC(C1=CC=C(C=C1)CN(CC1=NC=CC=C1)CC=1NC=CN1)=O (N-(4-dipropylaminomethylphenyl)-4-{[(1H-imidazol-2-ylmethyl)-(pyridin-2-ylmethyl)-amino]-methyl}-benzamide). Reaction SMILES: C(N(CCC)[C:5]1[CH:10]=[CH:9][C:8]([NH:11][C:12](=[O:27])[C:13]2[CH:18]=[CH:17][C:16]([CH2:19][NH:20][CH2:21][C:22]3[NH:23][CH:24]=[CH:25][N:26]=3)=[CH:15][CH:14]=2)=[CH:7][CH:6]=1)CC.[N:31]1[CH:36]=[CH:35][CH:34]=[CH:33][C:32]=1[CH:37]=O.[C:39]([BH3-])#[N:40].[Na+].[OH-].[Na+]>CO.C(O)(=O)C>[CH2:6]([N:40]([CH2:39][C:5]1[CH:10]=[CH:9][C:8]([NH:11][C:12](=[O:27])[C:13]2[CH:18]=[CH:17][C:16]([CH2:19][N:20]([CH2:21][C:22]3[NH:23][CH:24]=[CH:25][N:26]=3)[CH2:37][C:32]3[CH:33]=[CH:34][CH:35]=[CH:36][N:31]=3)=[CH:15][CH:14]=2)=[CH:7][CH:6]=1)[CH2:7][CH2:8][CH3:9])[CH2:5][CH3:10] |f:2.3,4.5|. Procedure details: The compound (52.0 mg) obtained in Example 47-3 was dissolved in methanol (1.6 ml) and then added with pyridine-2-aldehyde (15.9 mg) and sodium cyanoborohydride (15.6 mg). The solution was adjusted to pH 5 with acetic acid and stirred at room temperature for 14 hours. After completion of the reaction, the reaction solution was added with a 1 mol/l sodium hydroxide aqueous solution and then separated and extracted with chloroform. The organic layer was dried with anhydrous sodium sulfate. The sol... Reactants: C1(=CC(=CC=C1)N1CCNCC1)C (1-(m-tolyl)piperazine), CC=1C=C(C=CC1C)N1CCNCC1 (1-(3,4-dimethylphenyl)piperazine). The product is C1(=CC(=CC=C1)N1CCN(CC1)CC=1C=C2NCCNC2=CC1)C (6-(4-m-Tolylpiperazin-1-ylmethyl)-1,2,3,4-tetrahydroquinoxaline). Reaction SMILES: [C:1]1([CH3:13])[CH:6]=[CH:5][CH:4]=[C:3]([N:7]2[CH2:12][CH2:11][NH:10][CH2:9][CH2:8]2)[CH:2]=1.C[C:15]1[CH:16]=[C:17]([N:22]2CC[NH:25][CH2:24][CH2:23]2)[CH:18]=[CH:19][C:20]=1[CH3:21]>>[C:1]1([CH3:13])[CH:6]=[CH:5][CH:4]=[C:3]([N:7]2[CH2:8][CH2:9][N:10]([CH2:21][C:20]3[CH:19]=[C:18]4[C:17](=[CH:16][CH:15]=3)[NH:22][CH2:23][CH2:24][NH:25]4)[CH2:11][CH2:12]2)[CH:2]=1. Procedure: Example 9 was prepared according to Example 2 except that in Step A 1-(m-tolyl)piperazine is substituted for 1-(3,4-dimethylphenyl)piperazine; mp 135°-136° C.